This data is from the Open Reaction Database (ORD), a public repository of structured organic reaction records. The task is: describe an organic reaction: reactants, conditions, products, and yield Starting materials: ice water, FC1(CC(C1)C(=O)C1C(OC(OC1=O)(C)C)=O)F (5-(3,3-difluorocyclobutanecarbonyl)-2,2-dimethyl-1,3-dioxane-4,6-dione), [BH4-].[Na+] (sodium borohydride), C(C)(=O)O (acetic acid). Solvent: C1CCOC1 (THF). Conditions: time 5 minute. Product: FC1(CC(C1)CC1C(OC(OC1=O)(C)C)=O)F (5-((3,3-difluorocyclobutyl)methyl)-2,2-dimethyl-1,3-dioxane-4,6-dione). The yield is 57.7%. Reaction SMILES: [F:1][C:2]1([F:18])[CH2:5][CH:4]([C:6]([CH:8]2[C:13](=[O:14])[O:12][C:11]([CH3:16])([CH3:15])[O:10][C:9]2=[O:17])=O)[CH2:3]1.C(O)(=O)C.[BH4-].[Na+]>C1COCC1>[F:18][C:2]1([F:1])[CH2:5][CH:4]([CH2:6][CH:8]2[C:9](=[O:17])[O:10][C:11]([CH3:16])([CH3:15])[O:12][C:13]2=[O:14])[CH2:3]1 |f:2.3|. Procedure: A solution of 5-(3,3-difluorocyclobutanecarbonyl)-2,2-dimethyl-1,3-dioxane-4,6-dione (15.0 g, 57.3 mmol) in THF (200 mL) was cooled to −5° C. and acetic acid (38 g, 0.63 mol) was added. The mixture was stirred for 5 min and sodium borohydride (6.5 g, 0.17 mol) was added in portions. The reaction mixture was stirred for 2 h at −5° C. and then poured into ice water (200 mL). The resulting mixture was extracted with EtOAc (300 mL×3). The organic extracts were combined, dried over anhydrous sodium s...